From a dataset of the Open Reaction Database (ORD), a public repository of structured organic reaction records. describe an organic reaction: reactants, conditions, products, and yield The reactants are COc1ccc(Cn2c(=O)c(C#N)c(Cl)c3cc(Cl)cnc32)cc1, O=C(O)C(F)(F)F. Yields the product N#Cc1c(Cl)c2cc(Cl)cnc2[nH]c1=O. Reaction SMILES: [Cl:1][c:2]1[c:3]([C:23]#[N:24])[c:4](=[O:22])[n:5]([CH2:13][c:14]2[cH:15][cH:16][c:17]([O:18][CH3:19])[cH:20][cH:21]2)[c:6]2[n:7][cH:8][c:9]([Cl:12])[cH:10][c:11]12.[F:25][C:26]([F:27])([F:28])[C:29]([OH:30])=[O:31]>>[Cl:1][c:2]1[c:3]([C:23]#[N:24])[c:4](=[O:22])[nH:5][c:6]2[n:7][cH:8][c:9]([Cl:12])[cH:10][c:11]12.